Dataset: the Open Reaction Database (ORD), a public repository of structured organic reaction records. Task: describe an organic reaction: reactants, conditions, products, and yield The reactants are [BH4-], O=C([O-])C(=O)[O-], CCCCCCCCCCCC(O)CCCCCCCC, [Na+], O=C(O)c1ccccc1. Product: CCCCCCCCCCCC(CCCCCCCC)OC(=O)c1ccccc1. As a reaction SMILES: [BH4-:22].[C:33]([O-:34])(=[O:35])[C:36]([O-:37])=[O:38].[CH2:1]([CH2:2][CH2:3][CH2:4][CH2:5][CH2:6][CH2:7][CH3:8])[CH:9]([CH2:10][CH2:11][CH2:12][CH2:13][CH2:14][CH2:15][CH2:16][CH2:17][CH2:18][CH2:19][CH3:20])[OH:21].[Na+:23].[OH:24][C:25](=[O:26])[c:27]1[cH:28][cH:29][cH:30][cH:31][cH:32]1>>[CH2:1]([CH2:2][CH2:3][CH2:4][CH2:5][CH2:6][CH2:7][CH3:8])[CH:9]([CH2:10][CH2:11][CH2:12][CH2:13][CH2:14][CH2:15][CH2:16][CH2:17][CH2:18][CH2:19][CH3:20])[O:21][C:25](=[O:24])[c:27]1[cH:28][cH:29][cH:30][cH:31][cH:32]1. Starting materials: CC=1C(=NOC1C(F)(F)F)C=1SC=CC1 (4-Methyl-3-thiophen-2-yl-5-trifluoromethyl-isoxazole), COC1=C(C(=O)Cl)C=CC=C1 (2-methoxybenzoyl chloride). Product: COC1=C(C=CC=C1)C(=O)C=1SC(=CC1)C1=NOC(=C1C)C(F)(F)F ((2-methoxyphenyl){5-[4-methyl-5-(trifluoromethyl)isoxazol-3-yl]thien-2-yl}methanone). Yield: 54.0%. As a reaction SMILES: [CH3:1][C:2]1[C:3]([C:11]2[S:12][CH:13]=[CH:14][CH:15]=2)=[N:4][O:5][C:6]=1[C:7]([F:10])([F:9])[F:8].[CH3:16][O:17][C:18]1[CH:26]=[CH:25][CH:24]=[CH:23][C:19]=1[C:20](Cl)=[O:21]>>[CH3:16][O:17][C:18]1[CH:26]=[CH:25][CH:24]=[CH:23][C:19]=1[C:20]([C:13]1[S:12][C:11]([C:3]2[C:2]([CH3:1])=[C:6]([C:7]([F:8])([F:10])[F:9])[O:5][N:4]=2)=[CH:15][CH:14]=1)=[O:21]. Procedure: Prepared from 4-Methyl-3-thiophen-2-yl-5-trifluoromethyl-isoxazole and 2-methoxybenzoyl chloride by the method described in Example 3. Crude product was chromatographed on silica gel with EtOAc/hexanes (15 then 25%) as eluant to afford product as a yellow-tinted oil (100 mg, 54%). 1H NMR (CDCl3) 2.39 (d, J=1.3, 3H), 3.82 (s, 3H), 7.01-7.08 (m, 2H), 7.27-7.54 (m, 4H). 13C NMR 8.0, 55.9, 111.9, 115.9 (q, J=151), 120.7, 128.2, 129.0, 129.6, 132.7, 135.0, 136.3, 147.1, 155.4 (q, J=41), 157.3, 158.0,... Starting materials: O=C(Cl)CF, Cc1ccccc1NC(=O)c1cc([N+](=O)[O-])ccc1N, C1CCOC1, c1ccncc1. Yields the product Cc1ccccc1NC(=O)c1cc([N+](=O)[O-])ccc1NC(=O)CF. As a reaction SMILES: [F:27][CH2:28][C:29](=[O:30])[Cl:31].[NH2:1][c:2]1[c:3]([C:4](=[O:5])[NH:6][c:7]2[c:8]([CH3:13])[cH:9][cH:10][cH:11][cH:12]2)[cH:14][c:15]([N+:18](=[O:19])[O-:20])[cH:16][cH:17]1.[O:32]1[CH2:33][CH2:34][CH2:35][CH2:36]1.[cH:21]1[cH:22][cH:23][n:24][cH:25][cH:26]1>>[NH:1]([c:2]1[c:3]([C:4](=[O:5])[NH:6][c:7]2[c:8]([CH3:13])[cH:9][cH:10][cH:11][cH:12]2)[cH:14][c:15]([N+:18](=[O:19])[O-:20])[cH:16][cH:17]1)[C:29]([CH2:28][F:27])=[O:30].